From a dataset of the Open Reaction Database (ORD), a public repository of structured organic reaction records. describe an organic reaction: reactants, conditions, products, and yield Reactants: C(C1=CC=CC=C1)(=O)NC(=NCCCC=1N=CNC1)NCCN(C1=CC=CC=C1)CC1=CC=CC=C1 (N1 -benzoyl-N2 [3-(4-imidazolyl) propyl]-N3 [2-(N-benzyl-N-phenylamino)ethyl]-guanidine), Cl (hydrochloric acid). Yield: 57.0%. The product is Cl.Cl.Cl.N1C=NC(=C1)CCCNC(=NCCN(C1=CC=CC=C1)CC1=CC=CC=C1)N (N1 -[3-(4-Imidazolyl)propyl]-N2 -[2-(N-benzyl-N-phenylamino)-ethyl]-guanidine trihydrochloride). Reaction SMILES: C([NH:9][C:10]([NH:20][CH2:21][CH2:22][N:23]([CH2:30][C:31]1[CH:36]=[CH:35][CH:34]=[CH:33][CH:32]=1)[C:24]1[CH:29]=[CH:28][CH:27]=[CH:26][CH:25]=1)=[N:11][CH2:12][CH2:13][CH2:14][C:15]1[N:16]=[CH:17][NH:18][CH:19]=1)(=O)C1C=CC=CC=1.[ClH:37]>>[ClH:37].[ClH:37].[ClH:37].[NH:18]1[CH:19]=[C:15]([CH2:14][CH2:13][CH2:12][NH:11][C:10]([NH2:9])=[N:20][CH2:21][CH2:22][N:23]([CH2:30][C:31]2[CH:36]=[CH:35][CH:34]=[CH:33][CH:32]=2)[C:24]2[CH:25]=[CH:26][CH:27]=[CH:28][CH:29]=2)[N:16]=[CH:17]1 |f:2.3.4.5|. Procedure: 1.60 g (3.3 mmol) of N1 -benzoyl-N2 [3-(4-imidazolyl) propyl]-N3 [2-(N-benzyl-N-phenylamino)ethyl]-guanidine (Example 100) are boiled in 30 m1 conc.hydrochloric acid for 1.4 hours. After cooling, the reaction mixture is concentrated by evaporation to one third of its original quantity and the aqueous solution obtained is extracted three times with 30 ml of ether. The aqueous phase is then filtered and concentrated by evaporation under vacuum. The residue is taken up twice with 20 ml portions of ...